From a dataset of the Open Reaction Database (ORD), a public repository of structured organic reaction records. describe an organic reaction: reactants, conditions, products, and yield The reactants are ClC1=NC=CC(=N1)C1=C(N=C2N1C=CC=C2)C=2C=C(C(=O)NC1=C(C=CC=C1F)F)C=CC2 (3-[3-(2-Chloro-4-pyrimidinyl)imidazo[1,2-a]pyridin-2-yl]-N-(2,6-difluorophenyl)benzamide), C(C(F)(F)F)O (trifluoroethanol), COC1=C(N)C=CC(=C1)N1CCN(CC1)CCOC (2-(methyloxy)-4-{4-[2-(methyloxy)ethyl]-1-piperazinyl}aniline), C1(=CC=C(C=C1)S(=O)(=O)O)C (p-toluenesulfonicacid), N (ammonia). The solvent is C(Cl)Cl (DCM), CO (MeOH). Reaction conditions: temperature 100 celsius. The product is FC1=C(C(=CC=C1)F)NC(C1=CC(=CC=C1)C=1N=C2N(C=CC=C2)C1C1=NC(=NC=C1)NC1=C(C=C(C=C1)N1CCN(CC1)CCOC)OC)=O (N-(2,6-difluorophenyl)-3-(3-{2-[(2-(methyloxy)-4-{4-[2-(methyloxy)ethyl]-1-piperazinyl}phenyl)amino]-4-pyrimidinyl}imidazo[1,2-a]pyridin-2-yl)benzamide). Isolated yield 53.6%. RXN SMILES: Cl[C:2]1[N:7]=[C:6]([C:8]2[N:12]3[CH:13]=[CH:14][CH:15]=[CH:16][C:11]3=[N:10][C:9]=2[C:17]2[CH:18]=[C:19]([CH:31]=[CH:32][CH:33]=2)[C:20]([NH:22][C:23]2[C:28]([F:29])=[CH:27][CH:26]=[CH:25][C:24]=2[F:30])=[O:21])[CH:5]=[CH:4][N:3]=1.[CH3:34][O:35][C:36]1[CH:42]=[C:41]([N:43]2[CH2:48][CH2:47][N:46]([CH2:49][CH2:50][O:51][CH3:52])[CH2:45][CH2:44]2)[CH:40]=[CH:39][C:37]=1[NH2:38].C1(C)C=CC(S(O)(=O)=O)=CC=1.C(O)C(F)(F)F.N>CO.C(Cl)Cl>[F:30][C:24]1[CH:25]=[CH:26][CH:27]=[C:28]([F:29])[C:23]=1[NH:22][C:20](=[O:21])[C:19]1[CH:31]=[CH:32][CH:33]=[C:17]([C:9]2[N:10]=[C:11]3[CH:16]=[CH:15][CH:14]=[CH:13][N:12]3[C:8]=2[C:6]2[CH:5]=[CH:4][N:3]=[C:2]([NH:38][C:37]3[CH:39]=[CH:40][C:41]([N:43]4[CH2:48][CH2:47][N:46]([CH2:49][CH2:50][O:51][CH3:52])[CH2:45][CH2:44]4)=[CH:42][C:36]=3[O:35][CH3:34])[N:7]=2)[CH:18]=1. Procedure: 3-[3-(2-Chloro-4-pyrimidinyl)imidazo[1,2-a]pyridin-2-yl]-N-(2,6-difluorophenyl)benzamide (Intermediate Example 1) (100 mg, 0.22 mmol), 2-(methyloxy)-4-{4-[2-(methyloxy)ethyl]-1-piperazinyl}aniline (Example 238, step A) (51 mg, 0.194 mmol), and p-toluenesulfonicacid (99 mg, 0.52 mmol) were weighed into a 20 mL vial. 1 mL of trifluoroethanol was added and the mixture was heated to 100° C. for 72 h. 2 mL of 2 N ammonia in MeOH was added. The solvent was rotovaped down. The residue was taken up in 3... Starting materials: O=C(CC(=O)O)CCl (3-oxo-4-chlorobutyric acid), C#N (HCN), [NH4+] (ammonium). The product is C(#N)C(CC(=O)O)(CCl)O (3-cyano-3-hydroxy-4-chlorobutyric acid). As a reaction SMILES: [O:1]=[C:2]([CH2:7][Cl:8])[CH2:3][C:4]([OH:6])=[O:5].[CH:9]#[N:10].[NH4+]>>[C:9]([C:2]([OH:1])([CH2:7][Cl:8])[CH2:3][C:4]([OH:6])=[O:5])#[N:10]. Procedure: In an alternate procedure, the 3-oxo-4-chlorobutyric acid from 11 is reacted at 12 directly with HCN in the absence of ammonium or metal cations to produce 3-cyano-3-hydroxy-4-chlorobutyric acid for feed to hydrolysis step 15. Starting materials: IC=1C=C(C=CC1)N1C(NCC1=O)=O (3-(3-iodophenyl)imidazolidine-2,4-dione), [H-].[Na+] (sodium hydride), C(C1=CC=CC=C1)Cl (benzylchloride), Cl (HCl). The solvent is CN(C)C=O (DMF). The product is C(C1=CC=CC=C1)N1C(N(C(C1)=O)C1=CC(=CC=C1)I)=O (1-Benzyl-3-(3-iodophenyl)imidazolidine-2,4-dione). Reaction SMILES: [I:1][C:2]1[CH:3]=[C:4]([N:8]2[C:12](=[O:13])[CH2:11][NH:10][C:9]2=[O:14])[CH:5]=[CH:6][CH:7]=1.[H-].[Na+].[CH2:17](Cl)[C:18]1[CH:23]=[CH:22][CH:21]=[CH:20][CH:19]=1.Cl>CN(C=O)C>[CH2:17]([N:10]1[CH2:11][C:12](=[O:13])[N:8]([C:4]2[CH:5]=[CH:6][CH:7]=[C:2]([I:1])[CH:3]=2)[C:9]1=[O:14])[C:18]1[CH:23]=[CH:22][CH:21]=[CH:20][CH:19]=1 |f:1.2|. Procedure details: A solution of 3-(3-iodophenyl)imidazolidine-2,4-dione (1.7 g) in DMF (20 ml) was treated with sodium hydride (60% oil dispersion, 280 mg) and benzylchloride (1.93 ml) at 20° C. After 2 h the reaction mixture was treated with aqueous 2M HCl, extracted with EtOAc and dried (MgSO4). The solvent was removed under reduced pressure and the residue was purified by chromatography on Biotage (40 g) eluting with petroleum ether-EtOAc (9:1 to 3:2) to give the title compound (1.38 g). LCMS RT=3.27 min. The reactants are Cc1csc(Nc2cc(Oc3c(F)cccc3F)c(Br)cn2)n1, O=C([O-])O, CC(=O)O, [Li]CCCC, C1CCOC1, [Li]C, [Na+], CN(C)C=O. The product is Cc1csc(Nc2cc(Oc3c(F)cccc3F)c(C=O)cn2)n1. RXN SMILES: [Br:1][c:2]1[c:3]([O:15][c:16]2[c:17]([F:23])[cH:18][cH:19][cH:20][c:21]2[F:22])[cH:4][c:5]([NH:8][c:9]2[s:10][cH:11][c:12]([CH3:14])[n:13]2)[n:6][cH:7]1.[C:36](=[O:37])([OH:38])[O-:39].[C:46]([OH:47])(=[O:48])[CH3:49].[CH2:26]([Li:27])[CH2:28][CH2:29][CH3:30].[CH2:41]1[O:42][CH2:43][CH2:44][CH2:45]1.[CH3:24][Li:25].[Na+:40].[O:31]=[CH:32][N:33]([CH3:34])[CH3:35]>>[c:2]1([CH:32]=[O:31])[c:3]([O:15][c:16]2[c:17]([F:23])[cH:18][cH:19][cH:20][c:21]2[F:22])[cH:4][c:5]([NH:8][c:9]2[s:10][cH:11][c:12]([CH3:14])[n:13]2)[n:6][cH:7]1.